This data is from the Open Reaction Database (ORD), a public repository of structured organic reaction records. The task is: describe an organic reaction: reactants, conditions, products, and yield Reaction SMILES: [Br:14][CH2:15][CH2:16][O:17][CH:18]1[O:19][CH2:20][CH2:21][CH2:22][CH2:23]1.[Cl-:24].[Cl:3][c:4]1[cH:5][c:6]([CH2:11][C:12]#[N:13])[cH:7][cH:8][c:9]1[Cl:10].[H-:1].[NH4+:25].[Na+:2].[O:26]1[CH2:27][CH2:28][CH2:29][CH2:30]1.[OH2:31]>>[Cl:3][c:4]1[cH:5][c:6]([CH:11]([C:12]#[N:13])[CH2:15][CH2:16][O:17][CH:18]2[O:19][CH2:20][CH2:21][CH2:22][CH2:23]2)[cH:7][cH:8][c:9]1[Cl:10]. Reactants: BrCCOC1CCCCO1, [Cl-], N#CCc1ccc(Cl)c(Cl)c1, [H-], [NH4+], [Na+], C1CCOC1, O. Yields the product N#CC(CCOC1CCCCO1)c1ccc(Cl)c(Cl)c1. Product: CCOC(CNC(=O)c1ccc(Br)cc1Cl)OCC. Reaction SMILES: [CH2:12]([CH3:13])[O:14][CH:15]([CH2:16][NH2:17])[O:18][CH2:19][CH3:20].[Cl:1][c:2]1[c:3]([C:4](=[O:5])[OH:6])[cH:7][cH:8][c:9]([Br:11])[cH:10]1.[Cl:21][CH2:22][Cl:23]>>[Cl:1][c:2]1[c:3]([C:4](=[O:6])[NH:17][CH2:16][CH:15]([O:14][CH2:12][CH3:13])[O:18][CH2:19][CH3:20])[cH:7][cH:8][c:9]([Br:11])[cH:10]1. Reactants: CCOC(CN)OCC, O=C(O)c1ccc(Br)cc1Cl, ClCCl. The reactants are CC(C)(C)OC(=O)NC(CO)CC(=O)OCc1ccccc1, CC1CC(=O)NC1=O. The product is CC1CC(=O)N(CC(CC(=O)OCc2ccccc2)NC(=O)OC(C)(C)C)C1=O. Reaction SMILES: [CH2:9]([c:10]1[cH:11][cH:12][cH:13][cH:14][cH:15]1)[O:16][C:17]([CH2:18][CH:19]([CH2:20][OH:21])[NH:22][C:23](=[O:24])[O:25][C:26]([CH3:27])([CH3:28])[CH3:29])=[O:30].[CH3:1][CH:2]1[C:3](=[O:8])[NH:4][C:5](=[O:7])[CH2:6]1>>[CH3:1][CH:2]1[C:3](=[O:8])[N:4]([CH2:20][CH:19]([CH2:18][C:17]([O:16][CH2:9][c:10]2[cH:11][cH:12][cH:13][cH:14][cH:15]2)=[O:30])[NH:22][C:23](=[O:24])[O:25][C:26]([CH3:27])([CH3:28])[CH3:29])[C:5](=[O:7])[CH2:6]1. The reactants are ClC(Cl)(OC(OC(Cl)(Cl)Cl)=O)Cl (triphosgene), OC(C(CCC)=O)(C)O (3,3 dihydroxyethyl-2-butanone), C1CCOC1 (THF), three. Run in C(C)N(CC)CC (Triethylamine). Reaction conditions: temperature -78 celsius. The product is C(C)(=O)C1(COC(OC1)=O)C (5-Acetyl-5-methyl-1,3-dioxan-2-one). As a reaction SMILES: Cl[C:2](Cl)([O:4][C:5](=[O:11])[O:6][C:7](Cl)(Cl)Cl)Cl.[OH:13][C:14](O)([CH3:20])[C:15](=O)[CH2:16]CC.C1COCC1>C(N(CC)CC)C>[C:14]([C:15]1([CH3:16])[CH2:7][O:6][C:5](=[O:11])[O:4][CH2:2]1)(=[O:13])[CH3:20]. Reported procedure: In a one liter three neck flask equipped with a mechanical stirrer and under nitrogen were added triphosgene (37.0 g), 3,3 dihydroxyethyl-2-butanone (50 g) and THF (300 mL). The resulting mixture was stirred until a homogeneous solution resulted. This homogeneous solution was cooled to −78° C. Triethylamine (75.0 g) was added to the this solution over 30 min. The cold bath was removed and the reaction allowed to warm to room temperature. After stirring for one hour at room temperature the trieth... Reactants: CC1(c2ncc3c(C(F)(F)F)c(OC4CCC(C(C)(C)C)CC4)ccc3n2)COC(=O)N1, CCO, [Li+], [OH-], O. Product: CC(N)(CO)c1ncc2c(C(F)(F)F)c(OC3CCC(C(C)(C)C)CC3)ccc2n1. As a reaction SMILES: [C:1]([CH3:2])([CH3:3])([CH3:4])[CH:5]1[CH2:6][CH2:7][CH:8]([O:11][c:12]2[c:13]([C:29]([F:30])([F:31])[F:32])[c:14]3[cH:15][n:16][c:17]([C:22]4([CH3:28])[NH:23][C:24](=[O:27])[O:25][CH2:26]4)[n:18][c:19]3[cH:20][cH:21]2)[CH2:9][CH2:10]1.[CH3:33][CH2:34][OH:35].[Li+:36].[OH-:37].[OH2:38]>>[C:1]([CH3:2])([CH3:3])([CH3:4])[CH:5]1[CH2:6][CH2:7][CH:8]([O:11][c:12]2[c:13]([C:29]([F:30])([F:31])[F:32])[c:14]3[cH:15][n:16][c:17]([C:22]([NH2:23])([CH2:26][OH:25])[CH3:28])[n:18][c:19]3[cH:20][cH:21]2)[CH2:9][CH2:10]1. Reactants: COc1c(OC(F)(F)F)cccc1C1CCNCC1, Cl, c1ccncc1. Yields the product Oc1c(OC(F)(F)F)cccc1C1CCNCC1. As a reaction SMILES: [CH3:1][O:2][c:3]1[c:4]([CH:14]2[CH2:15][CH2:16][NH:17][CH2:18][CH2:19]2)[cH:5][cH:6][cH:7][c:8]1[O:9][C:10]([F:11])([F:12])[F:13].[ClH:20].[n:21]1[cH:22][cH:23][cH:24][cH:25][cH:26]1>>[OH:2][c:3]1[c:4]([CH:14]2[CH2:15][CH2:16][NH:17][CH2:18][CH2:19]2)[cH:5][cH:6][cH:7][c:8]1[O:9][C:10]([F:11])([F:12])[F:13]. Reactants: B1(OC(C(O1)(C)C)(C)C)B2OC(C(O2)(C)C)(C)C (bis(pinacolato)diboron), ClC1=NC(=CC=C1Cl)OC (2,3-dichloro-6-methoxypyridine). Reagents/catalysts: C[OH2+].C[OH2+].C1/C=C\CC/C=C\C1.C1/C=C\CC/C=C\C1.[Ir].[Ir] ((1,5-cyclooctadiene)(methoxy)-iridium(i) dimer). The solvent is C(C)(=O)OCC (ethyl acetate), CCCCCCC (heptane). Reaction conditions: time 10 minute. Product: ClC=1C=C(C(=NC1Cl)OC)B(O)O ((5,6-dichloro-2-methoxypyridin-3-yl)boronic acid). Reaction SMILES: [B:1]1(B2OC(C)(C)C(C)(C)O2)[O:5]C(C)(C)C(C)(C)[O:2]1.[Cl:19][C:20]1[C:25]([Cl:26])=[CH:24][CH:23]=[C:22]([O:27][CH3:28])[N:21]=1>CCCCCCC.C(OCC)(=O)C.C[OH2+].C[OH2+].C1CC=CCCC=C1.C1CC=CCCC=C1.[Ir].[Ir]>[Cl:26][C:25]1[CH:24]=[C:23]([B:1]([OH:5])[OH:2])[C:22]([O:27][CH3:28])=[N:21][C:20]=1[Cl:19] |f:4.5.6.7.8.9|. Procedure details: To a round-bottomed flask was added (1,5-cyclooctadiene)(methoxy)-iridium(i) dimer (0.223 g, 0.337 mmol), 4,4-di-tert-butyl-2,2-dipyridyl (0.181 g, 0.674 mmol) and bis(pinacolato)diboron (2.85 g, 11.23 mmol) in heptane (112 ml). The reaction mixture was vacuumed and refilled with dry nitrogen (3×). After stirring for 10 minutes, 2,3-dichloro-6-methoxypyridine (2.0 g, 11.23 mmol) was added. The resulting reaction mixture was stirred at rt overnight. The reaction was diluted with ethyl acetate and...